Dataset: the Open Reaction Database (ORD), a public repository of structured organic reaction records. Task: describe an organic reaction: reactants, conditions, products, and yield The reactants are BrC1=CC=C2C(=CN(C2=C1)C)C=1C(NC(C1C1=CN(C2=CC=CC=C12)C)=O)=O (3-(6-bromo-1-methyl-1H-indol-3-yl)-4-(1-methyl-1H-indol-3-yl)-pyrrole-2,5-dione), C(CCC)[Sn](SC=1NC=CC1)(CCCC)CCCC (2-(tributylstannyl)thioazole). Product: CN1C=C(C2=CC=CC=C12)C=1C(NC(C1C1=CN(C2=CC(=CC=C12)C=1SC=CN1)C)=O)=O (3-(1-Methyl-1H-indol-3-yl)-4-(1-methyl-6-thiazol-2-yl-1H-indol-3-yl)pyrrole-2,5-dione). Isolated yield 22.8%. RXN SMILES: Br[C:2]1[CH:10]=[C:9]2[C:5]([C:6]([C:12]3[C:13](=[O:28])[NH:14][C:15](=[O:27])[C:16]=3[C:17]3[C:25]4[C:20](=[CH:21][CH:22]=[CH:23][CH:24]=4)[N:19]([CH3:26])[CH:18]=3)=[CH:7][N:8]2[CH3:11])=[CH:4][CH:3]=1.C([Sn](CCCC)(CCCC)[S:34][C:35]1[NH:36][CH:37]=[CH:38]C=1)CCC>>[CH3:26][N:19]1[C:20]2[C:25](=[CH:24][CH:23]=[CH:22][CH:21]=2)[C:17]([C:16]2[C:15](=[O:27])[NH:14][C:13](=[O:28])[C:12]=2[C:6]2[C:5]3[C:9](=[CH:10][C:2]([C:35]4[S:34][CH:38]=[CH:37][N:36]=4)=[CH:3][CH:4]=3)[N:8]([CH3:11])[CH:7]=2)=[CH:18]1. Procedure: 3-(1-Methyl-1H-indol-3-yl)-4-(1-methyl-6-thiazol-2-yl-1H-indol-3-yl)pyrrole-2,5-dione (25 mg, 23%) was prepared from 3-(6-bromo-1-methyl-1H-indol-3-yl)-4-(1-methyl-1H-indol-3-yl)-pyrrole-2,5-dione (108 mg, 0.25 mmol) and 2-(tributylstannyl)thioazole (140 mg, 0.375 mmol).